Task: describe an organic reaction: reactants, conditions, products, and yield. Dataset: the Open Reaction Database (ORD), a public repository of structured organic reaction records Reactants: CC1=C2C=C(NC2=C(C=C1)C)C(=O)OC (methyl 4,7-dimethylindole-2-carboxylate), CN(C)C=O (DMF), P(=O)(Cl)(Cl)Cl (phosphorus oxychloride), aqueous solution, [OH-].[Na+] (sodium hydroxide), ice. Run at time 40 minute. Yields the product C(=O)C1=C(NC2=C(C=CC(=C12)C)C)C(=O)OC (methyl 3-formyl-4,7-dimethylindole-2-carboxylate). The yield is 26.0%. As a reaction SMILES: P(Cl)(Cl)(Cl)=O.[CH3:6][C:7]1[CH:15]=[CH:14][C:13]([CH3:16])=[C:12]2[C:8]=1[CH:9]=[C:10]([C:17]([O:19][CH3:20])=[O:18])[NH:11]2.[OH-].[Na+].CN([CH:26]=[O:27])C>>[CH:26]([C:9]1[C:8]2[C:12](=[C:13]([CH3:16])[CH:14]=[CH:15][C:7]=2[CH3:6])[NH:11][C:10]=1[C:17]([O:19][CH3:20])=[O:18])=[O:27] |f:2.3|. Procedure: A 500-ml 3-necked flask dried with heating was charged with 71 ml of anhydrous DMF. Then 21.5 ml (230 mmol) of phosphorus oxychloride was added dropwise at O° C. over a period of 40 minutes and stirring was continued until the solution turned red. A solution of 50 g (246 mmol) of methyl 4,7-dimethylindole-2-carboxylate in 200 ml of anhydrous DMF was added dropwise at 20°-30° C. over a period of at least 30 minutes, and the reaction mixture was stirred at 90° C. for 2 hours. The reaction mixture ...